From a dataset of the Open Reaction Database (ORD), a public repository of structured organic reaction records. describe an organic reaction: reactants, conditions, products, and yield Reactants: Brc1ccccc1, CN(C)c1ccncc1, COc1ccc(Cn2nc(I)c3c(Cl)ccnc32)cc1, Cn1c(Nc2ccccc2)ncc(-c2ccc(O)c(F)c2)c1=O. Product: COc1ccc(Cn2nc(I)c3c(Oc4ccc(-c5cnc(Nc6ccccc6)n(C)c5=O)cc4F)ccnc32)cc1. RXN SMILES: [Br:53][c:54]1[cH:55][cH:56][cH:57][cH:58][cH:59]1.[CH3:44][N:45]([c:46]1[cH:47][cH:48][n:49][cH:50][cH:51]1)[CH3:52].[Cl:24][c:25]1[c:26]2[c:27]([n:28][cH:29][cH:30]1)[n:31]([CH2:35][c:36]1[cH:37][cH:38][c:39]([O:42][CH3:43])[cH:40][cH:41]1)[n:32][c:33]2[I:34].[F:1][c:2]1[cH:3][c:4](-[c:9]2[c:10](=[O:23])[n:11]([CH3:22])[c:12]([NH:15][c:16]3[cH:17][cH:18][cH:19][cH:20][cH:21]3)[n:13][cH:14]2)[cH:5][cH:6][c:7]1[OH:8]>>[F:1][c:2]1[cH:3][c:4](-[c:9]2[c:10](=[O:23])[n:11]([CH3:22])[c:12]([NH:15][c:16]3[cH:17][cH:18][cH:19][cH:20][cH:21]3)[n:13][cH:14]2)[cH:5][cH:6][c:7]1[O:8][c:25]1[c:26]2[c:27]([n:28][cH:29][cH:30]1)[n:31]([CH2:35][c:36]1[cH:37][cH:38][c:39]([O:42][CH3:43])[cH:40][cH:41]1)[n:32][c:33]2[I:34]. The reactants are F[B-](F)(F)F, O=C([O-])O, CCOC(=O)N1CCNC(=O)C(N2C(=O)c3ccccc3C2=O)C1, C[O+](C)C, ClCCl, [Na+]. Product: CCOC(=O)N1CCN=C(OC)C(N2C(=O)c3ccccc3C2=O)C1. Reaction SMILES: [B-:25]([F:26])([F:27])([F:28])[F:29].[C:34](=[O:35])([O-:36])[OH:37].[CH2:1]([CH3:2])[O:3][C:4](=[O:5])[N:6]1[CH2:7][CH2:8][NH:9][C:10](=[O:24])[CH:11]([N:13]2[C:14](=[O:23])[c:15]3[cH:16][cH:17][cH:18][cH:19][c:20]3[C:21]2=[O:22])[CH2:12]1.[CH3:30][O+:31]([CH3:32])[CH3:33].[Cl:39][CH2:40][Cl:41].[Na+:38]>>[CH2:1]([CH3:2])[O:3][C:4](=[O:5])[N:6]1[CH2:7][CH2:8][N:9]=[C:10]([O:24][CH3:30])[CH:11]([N:13]2[C:14](=[O:23])[c:15]3[cH:16][cH:17][cH:18][cH:19][c:20]3[C:21]2=[O:22])[CH2:12]1. Reactants: N1(CCOCC1)CC1=CC=C(C=C1)N1CCC(CC1)=O (1-(4-Morpholin-4-ylmethyl-phenyl)-piperidin-4-one), N1CCCC1 (pyrrolidine). Product: N1(CCCC1)C1CCN(CC1)C1=CC=C(CN2CCOCC2)C=C1 (4-{4-(4-Pyrrolidin-1-yl-pieridin-1-yl)-benzyl}-morpholine). As a reaction SMILES: [N:1]1([CH2:7][C:8]2[CH:13]=[CH:12][C:11]([N:14]3[CH2:19][CH2:18][C:17](=O)[CH2:16][CH2:15]3)=[CH:10][CH:9]=2)[CH2:6][CH2:5][O:4][CH2:3][CH2:2]1.[NH:21]1[CH2:25][CH2:24][CH2:23][CH2:22]1>>[N:21]1([CH:17]2[CH2:18][CH2:19][N:14]([C:11]3[CH:12]=[CH:13][C:8]([CH2:7][N:1]4[CH2:6][CH2:5][O:4][CH2:3][CH2:2]4)=[CH:9][CH:10]=3)[CH2:15][CH2:16]2)[CH2:25][CH2:24][CH2:23][CH2:22]1. Reported procedure: Prepared from the product of Example 19 and pyrrolidine. Reaction SMILES: [O:1]([C:8]1[CH:15]=[CH:14][C:11]([CH:12]=O)=[CH:10][CH:9]=1)[C:2]1[CH:7]=[CH:6][CH:5]=[CH:4][CH:3]=1.[CH2:16]([NH2:20])[CH:17]([CH3:19])[CH3:18].[H][H]>C(O)C.CCOCC.[Pd]>[CH2:16]([NH:20][CH2:12][C:11]1[CH:14]=[CH:15][C:8]([O:1][C:2]2[CH:7]=[CH:6][CH:5]=[CH:4][CH:3]=2)=[CH:9][CH:10]=1)[CH:17]([CH3:19])[CH3:18]. Isolated yield 93.0%. The reactants are O(C1=CC=CC=C1)C1=CC=C(C=O)C=C1 (4-Phenoxybenzaldehyde), C(C(C)C)N (isobutylamine), [H][H] (hydrogen). Procedure: 4-Phenoxybenzaldehyde (10.0 g, 0.05 mmol), excess isobutylamine and 1.0 g of 10% Pd/O in 200 mL of ethanol were stirred under an inert atmosphere for 16 hours followed by an atmosphere of hydrogen for 16 hours. After removal of the catalyst by filtration through Celite®, the filtrate was concentrated under reduced pressure to give the crude product as an oil. The oil was dissolved in ether and precipitated by treatment with anhydrous HCl. The solid was filtered, washed with ether, and partitione... The solvent is CCOCC (ether), C(C)O (ethanol). Product: C(C(C)C)NCC1=CC=C(C=C1)OC1=CC=CC=C1 (N-i-Butyl-N-(4-phenoxybenzyl)amine). The reagents and catalysts are [Pd] (Pd). Reactants: COC1=NC(NN=C1)=O (5-methoxy-1,2,4-triazin-3(2H)-one), C(C)(=O)NC=1C=C(C=CC1)B(O)O (3-acetamidophenylboronic acid), N1=CC=CC=C1 (pyridine). The reagents and catalysts are C(C)(=O)[O-].[Cu+2].C(C)(=O)[O-] (copper(II) acetate). The solvent is CN(C)C=O (DMF). Reaction conditions: temperature 60 celsius, time 8 hour. Product: COC1=NC(N(N=C1)C=1C=C(C=CC1)NC(C)=O)=O (N-(3-(5-methoxy-3-oxo-1,2,4-triazin-2(3H)-yl)phenyl)acetamide). Isolated yield 24.0%. As a reaction SMILES: [CH3:1][O:2][C:3]1[CH:8]=[N:7][NH:6][C:5](=[O:9])[N:4]=1.[C:10]([NH:13][C:14]1[CH:15]=[C:16](B(O)O)[CH:17]=[CH:18][CH:19]=1)(=[O:12])[CH3:11].N1C=CC=CC=1>CN(C=O)C.C([O-])(=O)C.[Cu+2].C([O-])(=O)C>[CH3:1][O:2][C:3]1[CH:8]=[N:7][N:6]([C:18]2[CH:19]=[C:14]([NH:13][C:10](=[O:12])[CH3:11])[CH:15]=[CH:16][CH:17]=2)[C:5](=[O:9])[N:4]=1 |f:4.5.6|. Reported procedure: According to Scheme 6 Step 1: To a stirred solution of 5-methoxy-1,2,4-triazin-3(2H)-one (1 g, 7.9 mmol) in DMF (5 mL) were successively added the 3-acetamidophenylboronic acid (1.4 g, 7.9 mmol), copper(II) acetate (1.4 g, 7.9 mmol) and pyridine (1.2 g, 7.9 mmol). The mixture was stirred overnight at 60° C. The reaction mixture was quenched with a saturated sodium bicarbonate solution and extracted with ethyl acetate (×3). The combined organic layers were washed successively with water, brine, d... Reactants: C(C)(C)(C)OC(=O)N1C[C@H]([C@@H](C1)C(NC1=CC(=CC=C1)C#N)=O)C1=CC(=CC=C1)Br (trans-3-(3-bromo-phenyl)-4-(3-cyano-phenylcarbamoyl)-pyrrolidine-1-carboxylic acid tert-butyl ester), CO.C1CCOC1 (MeOH THF), C(C)(C)N(C(C)C)CC (N,N-diisoproylethyl amine). The reagents and catalysts are CC1=CC=CC=C1P(C2=CC=CC=C2C)C3=CC=CC=C3[CH2-].CC1=CC=CC=C1P(C2=CC=CC=C2C)C3=CC=CC=C3[CH2-].CC(=O)O.CC(=O)O.[Pd].[Pd] (Herrmann's palladacycle). The solvent is CCOC(=O)C (EtOAc). Reaction conditions: temperature 150 celsius. The product is C(C)(C)(C)OC(=O)N1C[C@H]([C@@H](C1)C1=CC(=CC=C1)C(=O)OC)C(NC1=CC(=CC=C1)C#N)=O (trans-3-(3-cyano-phenylcarbamoyl)-4-(3-methoxycarbonyl-phenyl)-pyrrolidine-1-carboxylic acid tert-butyl ester). As a reaction SMILES: [C:1]([O:5][C:6]([N:8]1[CH2:12][C@@H:11]([C:13](=[O:23])[NH:14][C:15]2[CH:20]=[CH:19][CH:18]=[C:17]([C:21]#[N:22])[CH:16]=2)[C@H:10]([C:24]2[CH:29]=[CH:28][CH:27]=[C:26](Br)[CH:25]=2)[CH2:9]1)=[O:7])([CH3:4])([CH3:3])[CH3:2].C[OH:32].C1[CH2:37][O:36][CH2:35]C1.C(N(CC)C(C)C)(C)C>CCOC(C)=O.CC1C(P(C2C([CH2-])=CC=CC=2)C2C(C)=CC=CC=2)=CC=CC=1.CC1C(P(C2C([CH2-])=CC=CC=2)C2C(C)=CC=CC=2)=CC=CC=1.CC(O)=O.CC(O)=O.[Pd].[Pd]>[C:1]([O:5][C:6]([N:8]1[CH2:9][C@@H:10]([C:24]2[CH:29]=[CH:28][CH:27]=[C:26]([C:35]([O:36][CH3:37])=[O:32])[CH:25]=2)[C@H:11]([C:13](=[O:23])[NH:14][C:15]2[CH:20]=[CH:19][CH:18]=[C:17]([C:21]#[N:22])[CH:16]=2)[CH2:12]1)=[O:7])([CH3:4])([CH3:3])[CH3:2] |f:1.2,5.6.7.8.9.10|. Reported procedure: Split a solution of trans-3-(3-bromo-phenyl)-4-(3-cyano-phenylcarbamoyl)-pyrrolidine-1-carboxylic acid tert-butyl ester (0.53 g, 1.13 mmol) in a 1:1 mixture of MeOH/THF (10 mL) into three microwave pressure tubes. Add to each tube molybedinum hexacarbonyl (0.06 g, 0.23 mmol) followed by N,N-diisoproylethyl amine (0.15 mL, 0.80 mmol) and Herrmann's palladacycle (0.16 g, 0.17 mmol). Heat each mixture in a microwave reactor at 150° C. for 15 minutes then cool to room temperature. Combine the mixtur... The reactants are CC(=O)OC(C)=O, CC(=O)O, O=[N+]([O-])c1c[nH]cn1, O, O=[N+]([O-])O. Reaction SMILES: [CH3:17][C:18]([O:19][C:20](=[O:21])[CH3:22])=[O:23].[CH3:9][C:10](=[O:11])[OH:12].[N+:1](=[O:2])([O-:3])[c:4]1[n:5][cH:6][nH:7][cH:8]1.[OH2:24].[OH:13][N+:14]([O-:15])=[O:16]>>[N+:1](=[O:2])([O-:3])[c:4]1[n:5][cH:6][n:7]([N+:14](=[O:13])[O-:15])[cH:8]1. Yields the product O=[N+]([O-])c1cn([N+](=O)[O-])cn1.